From a dataset of the Open Reaction Database (ORD), a public repository of structured organic reaction records. describe an organic reaction: reactants, conditions, products, and yield Reactants: [OH-].[Na+] (sodium hydroxide), ClC1=C(O[C@H](C(=O)OC)C)C=C(C(=C1)Cl)OC (methyl (S)-2-(2,4-dichloro-5-methoxyphenoxy)-propionate), Cl (hydrochloric acid). Run in C(C)O (ethanol). Reaction conditions: time 40 minute. Yields the product ClC1=C(O[C@H](C(=O)O)C)C=C(C(=C1)Cl)OC ((S)-2-(2,4-dichloro-5-methoxyphenoxy)-propionic acid). The yield is 97.8%. RXN SMILES: [OH-].[Na+].[Cl:3][C:4]1[CH:16]=[C:15]([Cl:17])[C:14]([O:18][CH3:19])=[CH:13][C:5]=1[O:6][C@@H:7]([CH3:12])[C:8]([O:10]C)=[O:9].Cl>C(O)C>[Cl:3][C:4]1[CH:16]=[C:15]([Cl:17])[C:14]([O:18][CH3:19])=[CH:13][C:5]=1[O:6][C@@H:7]([CH3:12])[C:8]([OH:10])=[O:9] |f:0.1|. Procedure details: 125 ml (0.125 mol) of 1M sodium hydroxide solution were added to a solution of 34.9 g (0.125 mol) of methyl (S)-2-(2,4-dichloro-5-methoxyphenoxy)-propionate in 200 ml of ethanol. The solution was stirred at room temperature for 40 minutes and then adjusted to pH 1 with 2M hydrochloric acid. Most of the solvent was evaporated and the residue was partitioned between 400 ml of ethyl acetate and 400 ml of water. The separated organic phase was dried over anhydrous magnesium sulphate and evaporated t... Starting materials: C1C=CC2C1C3CC2C=C3 (dicyclopentadiene), C(C=C)NC(C)(C)C (N-allyl-N-t-butylamine). Conditions: temperature 185 celsius, time 15 hour. Yields the product C(C)(C)(C)NCC1C2C=CC(C1)C2 (5-(t-butylaminomethyl)norbornene). The yield is 64.7%. As a reaction SMILES: [CH2:1]1[CH:5]2[CH:6]3[CH:10]=[CH:9][CH:8]([CH:4]2C=C1)[CH2:7]3.C([NH:14][C:15]([CH3:18])([CH3:17])[CH3:16])C=C>>[C:15]([NH:14][CH2:1][CH:5]1[CH2:4][CH:8]2[CH2:7][CH:6]1[CH:10]=[CH:9]2)([CH3:18])([CH3:17])[CH3:16]. Procedure: 5-(t-butylanfinomethyl)norbomene. 14 g of dicyclopentadiene and 60 g of the N-allyl-N-t-butylamine were placed neat in a Parr High-Pressure Reactor. The reaction was heated to 185° C. with stirring for 15 h. The reaction was then cooled down and the reaction solution was distilled under vacuum (0.5 torr). The desired product distilled over at 35°-36 ° C. 24.6 g of product was collected in this way (64.7% yield). Product: COC(=O)c1ccc2nc(NN)c(Cl)nc2c1. RXN SMILES: [CH3:20][OH:21].[CH3:4][O:5][C:6](=[O:7])[c:8]1[cH:9][c:10]2[n:11][c:12]([Cl:19])[c:13]([Cl:18])[n:14][c:15]2[cH:16][cH:17]1.[NH2:2][NH2:3].[OH2:1]>>[NH:2]([NH2:3])[c:13]1[c:12]([Cl:19])[n:11][c:10]2[cH:9][c:8]([C:6]([O:5][CH3:4])=[O:7])[cH:17][cH:16][c:15]2[n:14]1. The reactants are CO, COC(=O)c1ccc2nc(Cl)c(Cl)nc2c1, NN, O. Starting materials: compound, CNCCO (N-methylethanolamine), ClC=1C=C(C=CC1C)B(O)C(C1=CC=CC=C1)OC(C1=CC=CC=C1)B(O)C1=CC(=C(C=C1)C)Cl (bis(4,4′-(3-chloro-4-methylphenyl-hydroxyboryl)benzyl) ether). Solvent: C(C)O (ethanol). The product is ClC=1C=C(C=CC1C)B(OCCNC)C(C1=CC=CC=C1)OC(C1=CC=CC=C1)B(OCCNC)C1=CC(=C(C=C1)C)Cl (Bis(4,4′-(3-chloro-4-methylphenyl-N-methylaminoethoxyboryl)benzyl) ether). RXN SMILES: [CH3:1][NH:2][CH2:3][CH2:4][OH:5].[Cl:6][C:7]1[CH:8]=[C:9]([B:14]([CH:16]([O:23][CH:24]([B:31]([C:33]2[CH:38]=[CH:37][C:36]([CH3:39])=[C:35]([Cl:40])[CH:34]=2)[OH:32])[C:25]2[CH:30]=[CH:29][CH:28]=[CH:27][CH:26]=2)[C:17]2[CH:22]=[CH:21][CH:20]=[CH:19][CH:18]=2)O)[CH:10]=[CH:11][C:12]=1[CH3:13]>C(O)C>[Cl:6][C:7]1[CH:8]=[C:9]([B:14]([CH:16]([O:23][CH:24]([B:31]([C:33]2[CH:38]=[CH:37][C:36]([CH3:39])=[C:35]([Cl:40])[CH:34]=2)[O:32][CH2:4][CH2:3][NH:2][CH3:1])[C:25]2[CH:30]=[CH:29][CH:28]=[CH:27][CH:26]=2)[C:17]2[CH:22]=[CH:21][CH:20]=[CH:19][CH:18]=2)[O:5][CH2:4][CH2:3][NH:2][CH3:1])[CH:10]=[CH:11][C:12]=1[CH3:13]. Reported procedure: The entitled compound (31 mg) was obtained by allowing 32 mg of N-methylethanolamine to act on 99 mg of bis(4,4′-(3-chloro-4-methylphenyl-hydroxyboryl)benzyl) ether in 0.5 mL of ethanol. Reactants: FC(CN)(C1=NC(=CC=C1)C)F (2,2-Difluoro-2-(6-methyl-pyridin-2-yl)-ethylamine), C(C)OC(CC1=C(C(=CC=C1C#N)F)F)=O ((6-cyano-2,3-difluoro-phenyl)-acetic acid ethyl ester). The solvent is CS(=O)C (DMSO). Reaction conditions: temperature 150 celsius. The product is C(C)OC(CC1=C(C(=CC=C1C#N)NCC(C1=NC(=CC=C1)C)(F)F)F)=O ({6-Cyano-3-[2,2-difluoro-2-(6-methyl-pyridin-2-yl)-ethylamino]-2-fluoro-phenyl}-acetic Acid Ethyl Ester). Isolated yield 42.5%. RXN SMILES: [F:1][C:2]([F:12])([C:5]1[CH:10]=[CH:9][CH:8]=[C:7]([CH3:11])[N:6]=1)[CH2:3][NH2:4].[CH2:13]([O:15][C:16](=[O:28])[CH2:17][C:18]1[C:23]([C:24]#[N:25])=[CH:22][CH:21]=[C:20](F)[C:19]=1[F:27])[CH3:14]>CS(C)=O>[CH2:13]([O:15][C:16](=[O:28])[CH2:17][C:18]1[C:23]([C:24]#[N:25])=[CH:22][CH:21]=[C:20]([NH:4][CH2:3][C:2]([F:1])([F:12])[C:5]2[CH:10]=[CH:9][CH:8]=[C:7]([CH3:11])[N:6]=2)[C:19]=1[F:27])[CH3:14]. Procedure: A mixture of 2,2-Difluoro-2-(6-methyl-pyridin-2-yl)-ethylamine (223.6 mg, 1.3 mmol), as prepared in the preceding step, and (6-cyano-2,3-difluoro-phenyl)-acetic acid ethyl ester (225 mg, 1.0 mmol), as prepared in Example 2f, was dissolved in DMSO (1.0 mL) and heated at 150° C. under microwave irradiation for 1 hour. The reaction mixture was partitioned between ethyl acetate and water. The combined EtOAc extracts were dried over Na2SO4 and evaporated. The crude product was purified by flash colum... The reactants are BrC=1C(=C2C(=NC1)NC(=N2)C2=CC=C(C=C2)N(C)C)N2CCN(CC2)C(=O)NC2=CC=CC=C2 (4-(6-bromo-2-(4-(dimethylamino)phenyl)-3H-imidazo[4,5-b]pyridin-7-yl)-N-phenylpiperazine-1-carboxamide), O=S1(CCN(CC1)C1=CC=C(C=O)C=C1)=O (4-(1,1-dioxothiomorpholino)benzaldehyde), BrC=1C(=C(C(=NC1)N)[N+](=O)[O-])N1CCN(CC1)CC=1C=NC=CC1 (5-bromo-3-nitro-4-(4-(pyridin-3-ylmethyl)piperazin-1-yl)pyridin-2-amine), [O-]S(=O)S(=O)[O-].[Na+].[Na+] (Na2S2O4). Run in C(C)O (ethanol), CN(C)C=O (DMF). Conditions: time 6 hour. The product is BrC=1C(=C2C(=NC1)NC(=N2)C2=CC=C(C=C2)N2CCS(CC2)(=O)=O)N2CCN(CC2)CC=2C=NC=CC2 (4-(4-(6-Bromo-7-(4-(pyridin-3-ylmethyl)piperazin-1-yl)-3H-imidazo[4,5-b]pyridin-2-yl)phenyl)-1,1-dioxothiomorpholine). The yield is 31.6%. As a reaction SMILES: BrC1C(N2CCN(C(NC3C=CC=CC=3)=O)CC2)=C2N=C(C3C=CC(N(C)C)=CC=3)NC2=NC=1.[Br:35][C:36]1[C:37]([N:46]2[CH2:51][CH2:50][N:49]([CH2:52][C:53]3[CH:54]=[N:55][CH:56]=[CH:57][CH:58]=3)[CH2:48][CH2:47]2)=[C:38]([N+:43]([O-])=O)[C:39]([NH2:42])=[N:40][CH:41]=1.[O-]S(S([O-])=O)=O.[Na+].[Na+].[O:67]=[S:68]1(=[O:82])[CH2:73][CH2:72][N:71]([C:74]2[CH:81]=[CH:80][C:77]([CH:78]=O)=[CH:76][CH:75]=2)[CH2:70][CH2:69]1>C(O)C.CN(C=O)C>[Br:35][C:36]1[C:37]([N:46]2[CH2:51][CH2:50][N:49]([CH2:52][C:53]3[CH:54]=[N:55][CH:56]=[CH:57][CH:58]=3)[CH2:48][CH2:47]2)=[C:38]2[N:43]=[C:78]([C:77]3[CH:76]=[CH:75][C:74]([N:71]4[CH2:70][CH2:69][S:68](=[O:82])(=[O:67])[CH2:73][CH2:72]4)=[CH:81][CH:80]=3)[NH:42][C:39]2=[N:40][CH:41]=1 |f:2.3.4|. Procedure: This was prepared using the same procedure as for 4-(6-bromo-2-(4-(dimethylamino)phenyl)-3H-imidazo[4,5-b]pyridin-7-yl)-N-phenylpiperazine-1-carboxamide, but here using 5-bromo-3-nitro-4-(4-(pyridin-3-ylmethyl)piperazin-1-yl)pyridin-2-amine (30 mg, 0.076 mmol), DMF (0.15 mL), ethanol (0.85 mL), 1M Na2S2O4 (3 eq, 0.23 mmol, 0.23 mL) and 4-(1,1-dioxothiomorpholino)benzaldehyde (1.1 eq, 0.084 mmol, 20 mg). After 6 h, concentration in vacuo and purification by preparative tlc (CH2Cl2-MeOH, 95:5) gav... The reactants are BrC1=C(C=C2C(=CC=NC2=C1)Cl)OC (7-bromo-4-chloro-6-methoxyquinoline), CCN(C(C)C)C(C)C (DIEA), CC1(C2=C(C(=CC=C2)P(C3=CC=CC=C3)C4=CC=CC=C4)OC5=C(C=CC=C51)P(C6=CC=CC=C6)C7=CC=CC=C7)C (Xantphos), C(C1=CC=CC=C1)S (benzyl mercaptan). Reagents/catalysts: C=1C=CC(=CC1)/C=C/C(=O)/C=C/C2=CC=CC=C2.C=1C=CC(=CC1)/C=C/C(=O)/C=C/C2=CC=CC=C2.C=1C=CC(=CC1)/C=C/C(=O)/C=C/C2=CC=CC=C2.[Pd].[Pd] (Pd2(dba)3). Solvent: O1CCOCC1 (Dioxane). Conditions: temperature 110 celsius. Product: C(C1=CC=CC=C1)SC1=C(C=C2C(=CC=NC2=C1)Cl)OC (7-(benzylthio)-4-chloro-6-methoxyquinoline). Yield: 115.8%. Reaction SMILES: Br[C:2]1[CH:11]=[C:10]2[C:5]([C:6]([Cl:12])=[CH:7][CH:8]=[N:9]2)=[CH:4][C:3]=1[O:13][CH3:14].CCN(C(C)C)C(C)C.CC1(C)C2C(=C(P(C3C=CC=CC=3)C3C=CC=CC=3)C=CC=2)OC2C(P(C3C=CC=CC=3)C3C=CC=CC=3)=CC=CC1=2.[CH2:66]([SH:73])[C:67]1[CH:72]=[CH:71][CH:70]=[CH:69][CH:68]=1>C1C=CC(/C=C/C(/C=C/C2C=CC=CC=2)=O)=CC=1.C1C=CC(/C=C/C(/C=C/C2C=CC=CC=2)=O)=CC=1.C1C=CC(/C=C/C(/C=C/C2C=CC=CC=2)=O)=CC=1.[Pd].[Pd].O1CCOCC1>[CH2:66]([S:73][C:2]1[CH:11]=[C:10]2[C:5]([C:6]([Cl:12])=[CH:7][CH:8]=[N:9]2)=[CH:4][C:3]=1[O:13][CH3:14])[C:67]1[CH:72]=[CH:71][CH:70]=[CH:69][CH:68]=1 |f:4.5.6.7.8|. Reported procedure: To a vial charged with 7-bromo-4-chloro-6-methoxyquinoline (0.240 g, 0.881 mmol) was added Dioxane (3.52 ml), DIEA (0.308 ml, 1.761 mmol), Xantphos (0.102 g, 0.176 mmol), Pd2(dba)3 (0.081 g, 0.088 mmol) and benzyl mercaptan (0.104 ml, 0.881 mmol). The vessel was sealed and heated to 110° C. for 90 mins affording complete conversion according to LC-MS. The mixture was filtered through Celite and dried under reduced pressure and purified with a 25 g Interchim column ramping EtOAc in heptane (0-50%... Starting materials: CC1(C)OCC(Cn2c(C(C)(C)CCO)cc3cc([N+](=O)[O-])c(F)cc32)O1, CCO, O=C[O-], CC(C)(CCO)c1cc2cc([N+](=O)[O-])c(F)cc2[nH]1, [NH4+]. Product: CC1(C)OCC(Cn2c(C(C)(C)CCO)cc3cc(N)c(F)cc32)O1. Reaction SMILES: [CH3:1][C:2]1([CH3:27])[O:3][CH2:4][CH:5]([CH2:7][n:8]2[c:9]([C:21]([CH2:22][CH2:23][OH:24])([CH3:25])[CH3:26])[cH:10][c:11]3[cH:12][c:13]([N+:18]([O-:19])=[O:20])[c:14]([F:17])[cH:15][c:16]23)[O:6]1.[CH3:51][CH2:52][OH:53].[CH:47]([O-:48])=[O:49].[F:28][c:29]1[cH:30][c:31]2[c:32]([cH:33][c:34]([C:35]([CH3:36])([CH3:37])[CH2:38][CH2:39][OH:40])[nH:41]2)[cH:42][c:43]1[N+:44]([O-:45])=[O:46].[NH4+:50]>>[CH3:1][C:2]1([CH3:27])[O:3][CH2:4][CH:5]([CH2:7][n:8]2[c:9]([C:21]([CH2:22][CH2:23][OH:24])([CH3:25])[CH3:26])[cH:10][c:11]3[cH:12][c:13]([NH2:18])[c:14]([F:17])[cH:15][c:16]23)[O:6]1. The reactants are COC(CC=1C=C(C(=CC1)OC)C1=C(C=C(C=C1)C(F)(F)F)CNCC)=O ((2′-ethylaminomethyl-6-methoxy-4′-trifluoromethyl-biphenyl-3-yl)-acetic acid methyl ester), O(C1=CC=CC=C1)CC(=O)Cl (phenoxyacetyl chloride). Yields the product C(C)N(C(COC1=CC=CC=C1)=O)CC1=C(C=CC(=C1)C(F)(F)F)C1=CC(=CC=C1OC)CC(=O)O ((2′-{[Ethyl-(2-phenoxy-acetyl)-amino]-methyl}-6-methoxy-4′-trifluoromethyl-biphenyl-3-yl)-acetic acid). RXN SMILES: C[O:2][C:3](=[O:27])[CH2:4][C:5]1[CH:6]=[C:7]([C:13]2[CH:18]=[CH:17][C:16]([C:19]([F:22])([F:21])[F:20])=[CH:15][C:14]=2[CH2:23][NH:24][CH2:25][CH3:26])[C:8]([O:11][CH3:12])=[CH:9][CH:10]=1.[O:28]([CH2:35][C:36](Cl)=[O:37])[C:29]1[CH:34]=[CH:33][CH:32]=[CH:31][CH:30]=1>>[CH2:25]([N:24]([CH2:23][C:14]1[CH:15]=[C:16]([C:19]([F:22])([F:21])[F:20])[CH:17]=[CH:18][C:13]=1[C:7]1[C:8]([O:11][CH3:12])=[CH:9][CH:10]=[C:5]([CH2:4][C:3]([OH:27])=[O:2])[CH:6]=1)[C:36](=[O:37])[CH2:35][O:28][C:29]1[CH:34]=[CH:33][CH:32]=[CH:31][CH:30]=1)[CH3:26]. Procedure: (2′-{[Ethyl-(2-phenoxy-acetyl)-amino]-methyl}-6-methoxy-4′-trifluoromethyl-biphenyl-3-yl)-acetic acid (Compound 1-48) was prepared by following the procedures outlined in Example 1 and using (2′-ethylaminomethyl-6-methoxy-4′-trifluoromethyl-biphenyl-3-yl)-acetic acid methyl ester and phenoxyacetyl chloride. The reactants are ClC=1C2=C(N=CN1)NC=C2 (4-chloro-7H-pyrrolo[2,3-d]pyrimidine), NC=1C=C(C=CC1)C#C (m-aminophenylacetylene). Run in N1=CC=CC=C1 (pyridine). Run at temperature 85 celsius. The product is Cl.C(#C)C=1C=C(C=CC1)NC=1C2=C(N=CN1)NC=C2 ((3-Ethynyl-phenyl)-(7H-pyrrolo[2,3-d]pyrimidin-4-yl)-amine Hydrochloride). The yield is 10.8%. RXN SMILES: [Cl:1][C:2]1[C:3]2[CH:10]=[CH:9][NH:8][C:4]=2[N:5]=[CH:6][N:7]=1.[NH2:11][C:12]1[CH:13]=[C:14]([C:18]#[CH:19])[CH:15]=[CH:16][CH:17]=1>N1C=CC=CC=1>[ClH:1].[C:18]([C:14]1[CH:13]=[C:12]([NH:11][C:2]2[C:3]3[CH:10]=[CH:9][NH:8][C:4]=3[N:5]=[CH:6][N:7]=2)[CH:17]=[CH:16][CH:15]=1)#[CH:19] |f:3.4|. Procedure: To 4-chloro-7H-pyrrolo[2,3-d]pyrimidine (10.0 g, 0.065 mol) in dry pyridine (90 ml) was added m-aminophenylacetylene (9.2 g, 0.078 mol), and the mixture was heated in an 85° C. oil bath for 2 days. The reaction mixture was cooled to ambient temperature and concentrated in vacuo. The resulting residue was purified by flash chromatography on silica gel (375 g, 40 μm mesh) using 5% methanol/CH2Cl2 to afford the title compound as a pink-orange solid (1.9 g, 12%). HRMS: Calcd. 235.0984, Found 235.100...